Dataset: the Open Reaction Database (ORD), a public repository of structured organic reaction records. Task: describe an organic reaction: reactants, conditions, products, and yield Reactants: CCCCCCCCCCCCCCCCNc1ccc(C(=O)[O-])cc1, CN(C)P(=O)(N(C)C)N(C)C, OCC(O)CCl, [Na+]. Yields the product CCCCCCCCCCCCCCCCNc1ccc(C(=O)OCC(O)CO)cc1. As a reaction SMILES: [CH2:1]([CH2:2][CH2:3][CH2:4][CH2:5][CH2:6][CH2:7][CH2:8][CH2:9][CH2:10][CH2:11][CH2:12][CH2:13][CH2:14][CH2:15][CH3:16])[NH:17][c:18]1[cH:19][cH:20][c:21]([C:22](=[O:23])[O-:24])[cH:25][cH:26]1.[CH3:34][N:35]([P:36]([N:37]([CH3:38])[CH3:39])([N:40]([CH3:41])[CH3:42])=[O:43])[CH3:44].[Cl:28][CH2:29][CH:30]([CH2:31][OH:32])[OH:33].[Na+:27]>>[CH2:1]([CH2:2][CH2:3][CH2:4][CH2:5][CH2:6][CH2:7][CH2:8][CH2:9][CH2:10][CH2:11][CH2:12][CH2:13][CH2:14][CH2:15][CH3:16])[NH:17][c:18]1[cH:19][cH:20][c:21]([C:22](=[O:23])[O:24][CH2:29][CH:30]([CH2:31][OH:32])[OH:33])[cH:25][cH:26]1. The reactants are CC(=O)c1cc(Cl)ccc1NS(=O)(=O)C(F)(F)F, CC(=O)[O-], CCO, Cl, NOCc1ccc(C(F)(F)F)cc1C(F)(F)F, [Na+]. Yields the product CC(=NOCc1ccc(C(F)(F)F)cc1C(F)(F)F)c1cc(Cl)ccc1NS(=O)(=O)C(F)(F)F. RXN SMILES: [C:1]([CH3:2])(=[O:3])[c:4]1[c:5]([NH:11][S:12](=[O:13])(=[O:14])[C:15]([F:16])([F:17])[F:18])[cH:6][cH:7][c:8]([Cl:10])[cH:9]1.[C:37]([O-:38])(=[O:39])[CH3:40].[CH3:42][CH2:43][OH:44].[ClH:19].[F:20][C:21]([c:22]1[c:23]([CH2:24][O:25][NH2:26])[cH:27][cH:28][c:29]([C:31]([F:32])([F:33])[F:34])[cH:30]1)([F:35])[F:36].[Na+:41]>>[C:1]([CH3:2])([c:4]1[c:5]([NH:11][S:12](=[O:13])(=[O:14])[C:15]([F:16])([F:17])[F:18])[cH:6][cH:7][c:8]([Cl:10])[cH:9]1)=[N:26][O:25][CH2:24][c:23]1[c:22]([C:21]([F:20])([F:35])[F:36])[cH:30][c:29]([C:31]([F:32])([F:33])[F:34])[cH:28][cH:27]1. Starting materials: C, CO, O=C(O)C(=Cc1ccccc1)CO, [H][H], N, O, [Pd]. Product: O=C(O)C(CO)Cc1ccccc1. RXN SMILES: [C:20].[CH3:18][OH:19].[CH:1]([c:2]1[cH:3][cH:4][cH:5][cH:6][cH:7]1)=[C:8]([C:9](=[O:10])[OH:11])[CH2:12][OH:13].[H:16][H:17].[NH3:14].[OH2:15].[Pd:21]>>[CH2:1]([c:2]1[cH:3][cH:4][cH:5][cH:6][cH:7]1)[CH:8]([C:9](=[O:10])[OH:11])[CH2:12][OH:13]. Starting materials: CN(C)C=O, O=C(Nc1ccc(Sc2ccc(C(=O)O)cc2[N+](=O)[O-])cc1)OCC(Cl)(Cl)Cl, O=S(Cl)Cl. Product: O=C(Nc1ccc(Sc2ccc(C(=O)Cl)cc2[N+](=O)[O-])cc1)OCC(Cl)(Cl)Cl. RXN SMILES: [CH3:29][N:30]([CH3:31])[CH:32]=[O:33].[N+:1](=[O:2])([O-:3])[c:4]1[cH:5][c:6]([C:7](=[O:8])[OH:9])[cH:10][cH:11][c:12]1[S:13][c:14]1[cH:15][cH:16][c:17]([NH:20][C:21](=[O:22])[O:23][CH2:24][C:25]([Cl:26])([Cl:27])[Cl:28])[cH:18][cH:19]1.[S:34]([Cl:35])([Cl:36])=[O:37]>>[N+:1](=[O:2])([O-:3])[c:4]1[cH:5][c:6]([C:7](=[O:8])[Cl:36])[cH:10][cH:11][c:12]1[S:13][c:14]1[cH:15][cH:16][c:17]([NH:20][C:21](=[O:22])[O:23][CH2:24][C:25]([Cl:26])([Cl:27])[Cl:28])[cH:18][cH:19]1. Starting materials: ClC1=NC=2N([C@@H](C(N(C2C=N1)C)=O)CC)C(C)C ((R)-2-Chloro-7-ethyl-8-isopropyl-5-methyl-7,8-dihydropteridin-6(5H)-one), BrC=1C=C(C=CC1)C=1NC=CN1 (2-(3-bromophenyl)-1H-imidazole). The product is BrC=1C=C(C=CC1)C=1N(C=CN1)C1=NC=2N([C@@H](C(N(C2C=N1)C)=O)CC)C(C)C ((R)-2-(2-(3-bromophenyl)-1H-imidazol-1-yl)-7-ethyl-8-isopropyl-5-methyl-7,8-dihydropteridin-6(5H)-one). As a reaction SMILES: Cl[C:2]1[N:11]=[CH:10][C:9]2[N:8]([CH3:12])[C:7](=[O:13])[C@@H:6]([CH2:14][CH3:15])[N:5]([CH:16]([CH3:18])[CH3:17])[C:4]=2[N:3]=1.[Br:19][C:20]1[CH:21]=[C:22]([C:26]2[NH:27][CH:28]=[CH:29][N:30]=2)[CH:23]=[CH:24][CH:25]=1>>[Br:19][C:20]1[CH:21]=[C:22]([C:26]2[N:30]([C:2]3[N:11]=[CH:10][C:9]4[N:8]([CH3:12])[C:7](=[O:13])[C@@H:6]([CH2:14][CH3:15])[N:5]([CH:16]([CH3:18])[CH3:17])[C:4]=4[N:3]=3)[CH:29]=[CH:28][N:27]=2)[CH:23]=[CH:24][CH:25]=1. Reported procedure: The title compound was prepared similarly to the methods described in Example 26, with Intermediate C instead of Intermediate B and with 2-(3-bromophenyl)-1H-imidazole instead of 2-phenyl-1H-imidazole. LCMS: 455.0 m/z (M+H)+; ret. Time: 4.34 min (Analytical Method D). Run at time 2 hour. Yields the product C(=O)NC=1SC(=C(N1)C(C(=O)O)=O)Cl (2-(2-Formylamino-5-chlorothiazol-4-yl)-2-oxoacetic Acid). Run in O (water). Procedure: To the intermediate from Step 1 (3.6 g, 13.7 mmol) was added 1M NaOH (30 mL, 30 mmol). The resulting suspension was stirred at room temperature for 2 hours (at which time the solution was clear) and 1M HCl (30 mL, 30 mmol) was then added, followed by 100 mL of water. After vigorous stirring, the resulting precipitate was filtered, washed with a minimum amount of cold water and air dried to afford the title intermediate as an off-white solid. Reaction SMILES: [CH:1]([NH:3][C:4]1[S:5][C:6]([Cl:16])=[C:7]([C:9](=[O:15])[C:10]([O:12]CC)=[O:11])[N:8]=1)=[O:2].[OH-].[Na+].Cl>O>[CH:1]([NH:3][C:4]1[S:5][C:6]([Cl:16])=[C:7]([C:9](=[O:15])[C:10]([OH:12])=[O:11])[N:8]=1)=[O:2] |f:1.2|. The reactants are C(=O)NC=1SC(=C(N1)C(C(=O)OCC)=O)Cl (Ethyl 2-(2-Formylamino-5-chlorothiazol-4-yl)-2-oxoacetate), [OH-].[Na+] (NaOH), Cl (HCl). Reactants: N1[C@H](C(=O)O)C[C@@H](O)C1 (L-hydroxyproline), ClC1=CC=C(C=C1)N=C=O (4-chlorophenyl isocyanate). Solvent: [OH-].[Na+] (NaOH). Conditions: temperature -1 celsius, time 1 hour. Product: ClC1=CC=C(C=C1)NC(=O)N1[C@@H](C[C@H](C1)O)C(=O)O ((2S,4R)-1-(4-chlorophenyl-carbamoyl)-4-hydroxypyrrolidine-2-carboxylic acid). The yield is 90.7%. RXN SMILES: [NH:1]1[CH2:9][C@H:7]([OH:8])[CH2:6][C@H:2]1[C:3]([OH:5])=[O:4].[Cl:10][C:11]1[CH:16]=[CH:15][C:14]([N:17]=[C:18]=[O:19])=[CH:13][CH:12]=1>[OH-].[Na+]>[Cl:10][C:11]1[CH:16]=[CH:15][C:14]([NH:17][C:18]([N:1]2[CH2:9][C@H:7]([OH:8])[CH2:6][C@H:2]2[C:3]([OH:5])=[O:4])=[O:19])=[CH:13][CH:12]=1 |f:2.3|. Procedure: 9.4 g (71.685 mmol) of L-hydroxyproline are dissolved in 71.68 ml of NaOH solution (c=1 mol/l) at from −2 to 0° C., a solution of 11.008 g (71.685 mmol) of 4-chlorophenyl isocyanate in 70 ml of IBMK is subsequently added, and the mixture is stirred at −1° C. for 1 hour. Conventional work-up gives 18.52 g of (2S,4R)-1-(4-chlorophenyl-carbamoyl)-4-hydroxypyrrolidine-2-carboxylic acid; Reactants: N1=C(C=CC=C1)C#CC1=NC2=CC=CC(=C2C=C1)CC(C(=O)[O-])(C)C (2-(pyridine-2-ylethynyl)quinoline-5-ylpivalate), [H-].[H-].[H-].[H-].[Li+].[Al+3] (LiAlH4), C1CCOC1 (THF). Yields the product N1=C(C=CC=C1)C#CC1=NC=2C=CC=C(C2C=C1)O (2-(Pyridine-2-ylethynyl)quinoline-5-ol). Yield: 9.0%. As a reaction SMILES: [N:1]1[CH:6]=[CH:5][CH:4]=[CH:3][C:2]=1[C:7]#[C:8][C:9]1[CH:18]=[CH:17][C:16]2[C:11](=[CH:12][CH:13]=[CH:14][C:15]=2CC(C)(C)C([O-])=O)[N:10]=1.[H-].[H-].[H-].[H-].[Li+].[Al+3].C1C[O:35]CC1>>[N:1]1[CH:6]=[CH:5][CH:4]=[CH:3][C:2]=1[C:7]#[C:8][C:9]1[CH:18]=[CH:17][C:16]2[C:15]([OH:35])=[CH:14][CH:13]=[CH:12][C:11]=2[N:10]=1 |f:1.2.3.4.5.6|. Procedure details: 2-(Pyridine-2-ylethynyl)quinoline-5-ol (3.7 mg, 9%) was prepared as yellow solid according to the same method as described in Example 16 except that 2-(pyridine-2-ylethynyl)quinoline-5-ylpivalate (56.8 mg, 0.17 mmol), LiAlH4 (0.43 mL, 1.0 M in THF), and THF (2.8 mL) were used.